This data is from the Open Reaction Database (ORD), a public repository of structured organic reaction records. The task is: describe an organic reaction: reactants, conditions, products, and yield Starting materials: FC=1C=CC2=C(C(N3[C@H](C=4N2C=NC4C(=O)N)CCC3)=O)C1 ((S)-7-fluoro-9-oxo-11,12,13,13a-tetrahydro-9H-imidazo[1,5-a]pyrrolo[2,1-c][1,4]benzodiazepine-1-carboxamide), O (water), N1=CC=CC=C1 (pyridine), FC(C(=O)OC(C(F)(F)F)=O)(F)F (trifluoroacetic anhydride). Run in O1CCOCC1 (dioxan). Reaction conditions: time 8 hour. Yields the product FC=1C=CC2=C(C(N3[C@H](C=4N2C=NC4C#N)CCC3)=O)C1 ((S)-7-fluoro-9-oxo-11,12,13,13a-tetrahydro-9H-imidazo[1,5-a]pyrrolo[2,1-c][1,4]benzodiazepine-1-carbonitrile). Isolated yield 90.4%. RXN SMILES: [F:1][C:2]1[CH:3]=[CH:4][C:5]2[N:11]3[CH:12]=[N:13][C:14]([C:15]([NH2:17])=O)=[C:10]3[C@@H:9]3[CH2:18][CH2:19][CH2:20][N:8]3[C:7](=[O:21])[C:6]=2[CH:22]=1.N1C=CC=CC=1.FC(F)(F)C(OC(=O)C(F)(F)F)=O.O>O1CCOCC1>[F:1][C:2]1[CH:3]=[CH:4][C:5]2[N:11]3[CH:12]=[N:13][C:14]([C:15]#[N:17])=[C:10]3[C@@H:9]3[CH2:18][CH2:19][CH2:20][N:8]3[C:7](=[O:21])[C:6]=2[CH:22]=1. Procedure: 6.31 g (21 mmol) of (S)-7-fluoro-9-oxo-11,12,13,13a-tetrahydro-9H-imidazo[1,5-a]pyrrolo[2,1-c][1,4]benzodiazepine-1-carboxamide were suspended in 20 ml of dioxan and 3.6 ml of pyridine and treated dropwise at 5° to 10° with 3.3 ml of trifluoroacetic anhydride. The reaction mixture was stirred at room temperature overnight and poured into 150 ml of water. The suspension obtained was filtered and the crystals were dried. There were obtained 5.36 g (90%) of (S)-7-fluoro-9-oxo-11,12,13,13a-tetrahydr... Starting materials: FC1=C(C(=CC=C1F)[N+](=O)[O-])O (2,3-Difluoro-6-nitrophenol), C(=O)([O-])[O-].[K+].[K+] (K2CO3), BrCCOC1=C(C=C(C=C1)OCC1=CC=CC=C1)[N+](=O)[O-] (1-bromo-2-(4-benzyloxy-2-nitrophenoxy)ethane). Solvent: CN(C)C=O (DMF), CCOCC (ether). Reaction conditions: temperature 70 celsius. Product: crude product, C(C1=CC=CC=C1)OC1=CC(=C(OCCOC2=C(C(=CC=C2[N+](=O)[O-])F)F)C=C1)[N+](=O)[O-] (1-(4-benzyloxy-2-nitrophenoxy)-2(2,3-Difluoro-6-nitrophenoxy) ethane). The yield is 69.4%. As a reaction SMILES: [F:1][C:2]1[C:7]([F:8])=[CH:6][CH:5]=[C:4]([N+:9]([O-:11])=[O:10])[C:3]=1[OH:12].C([O-])([O-])=O.[K+].[K+].Br[CH2:20][CH2:21][O:22][C:23]1[CH:28]=[CH:27][C:26]([O:29][CH2:30][C:31]2[CH:36]=[CH:35][CH:34]=[CH:33][CH:32]=2)=[CH:25][C:24]=1[N+:37]([O-:39])=[O:38]>CN(C=O)C.CCOCC>[CH2:30]([O:29][C:26]1[CH:27]=[CH:28][C:23]([O:22][CH2:21][CH2:20][O:12][C:3]2[C:4]([N+:9]([O-:11])=[O:10])=[CH:5][CH:6]=[C:7]([F:8])[C:2]=2[F:1])=[C:24]([N+:37]([O-:39])=[O:38])[CH:25]=1)[C:31]1[CH:32]=[CH:33][CH:34]=[CH:35][CH:36]=1 |f:1.2.3|. Procedure details: 2,3-Difluoro-6-nitrophenol (0.7 g, 3.7 mmol) was stirred with K2CO3 (0.5 g, 3.7 mmol) in DMF (10 mL) for 10 min. Bromoethane 6 (1.1 g, 3.1 mmol) was added to the reaction mixture and heated at 70° C. for 24 hrs. The reaction mixture was diluted with ether (30 mL) and washed with water (20 mL) and then brine (20 mL). The ether layer was dried (MgSO4) and concentrated under reduced pressure. Fractionation of the crude product by flash chromatography with 4:1 hexane/ethyl acetate provided 7 as a ye... Reactants: C(C1=CC=CC=C1)(=O)Cl (benzoyl chloride), C(C)(=O)OC(C)=O (acetic anhydride). Reaction SMILES: C(Cl)(=O)[C:2]1[CH:7]=[CH:6][CH:5]=[CH:4]C=1.[C:10]([O:13][C:14](=[O:16])[CH3:15])(=[O:12])[CH3:11]>>[C:10]([O:13][C:14](=[O:16])[C:15]1[CH:4]=[CH:5][CH:6]=[CH:7][CH:2]=1)(=[O:12])[C:11]1[CH:2]=[CH:7][CH:6]=[CH:5][CH:4]=1. Procedure details: 300 g of benzoyl chloride (2.13 mol) are mixed with 91 g of acetic anhydride (0.89 mol) and the mixture is heated to 100° to 120° C. The resultant acetyl chloride is removed by distillation under reduced pressure (400 mbar) and, upon completion of the reaction, excess benzoyl chloride is removed by distillation at about 7 mbar. The residue consists of pure benzoic anhydride. Yield: 200 g (=99% of theory) of benzoic anhydride. Yields the product C(C1=CC=CC=C1)(=O)OC(C1=CC=CC=C1)=O (Benzoic anhydride). Reactants: NC(CC(C(=O)OCC)C)C1=C(C=CC=C1OC)OC (ethyl 4-amino-4-(2,6-dimethoxyphenyl)-2-methylbutanoate), FC(C(F)F)(OC1=CC=C(C=O)C=C1)F (4-(1,1,2,2-tetrafluoroethoxy)benzaldehyde). Product: COC1=C(C(=CC=C1)OC)C1CC(C(N1CC1=CC=C(C=C1)OC(C(F)F)(F)F)=O)C (5-(2,6-dimethoxyphenyl)-3-methyl-1-(4-(1,1,2,2-tetrafluoroethoxy)benzyl)pyrrolidin-2-one). As a reaction SMILES: [NH2:1][CH:2]([C:11]1[C:16]([O:17][CH3:18])=[CH:15][CH:14]=[CH:13][C:12]=1[O:19][CH3:20])[CH2:3][CH:4]([CH3:10])[C:5]([O:7]CC)=O.[F:21][C:22]([F:35])([O:26][C:27]1[CH:34]=[CH:33][C:30]([CH:31]=O)=[CH:29][CH:28]=1)[CH:23]([F:25])[F:24]>>[CH3:18][O:17][C:16]1[CH:15]=[CH:14][CH:13]=[C:12]([O:19][CH3:20])[C:11]=1[CH:2]1[N:1]([CH2:31][C:30]2[CH:29]=[CH:28][C:27]([O:26][C:22]([F:21])([F:35])[CH:23]([F:24])[F:25])=[CH:34][CH:33]=2)[C:5](=[O:7])[CH:4]([CH3:10])[CH2:3]1. Reported procedure: Prepared according to the described general procedure 2 (GP2) by reaction of ethyl 4-amino-4-(2,6-dimethoxyphenyl)-2-methylbutanoate with commercially available 4-(1,1,2,2-tetrafluoroethoxy)benzaldehyde. Subsequent purification by preparative HPLC afforded the target compound. LC-MS (conditions A): tR=0.90 min.; [M+H]+: 441.83 g/mol. Starting materials: ClC=1C=NC=C(C1SC1=C(C=C(S1)C(=O)O)[N+](=O)[O-])Cl (5-[(3,5-dichloro-4-pyridyl)sulfanyl]-4-nitro-thiophene-2-carboxylic acid), COCCN (2-Methoxy ethylamine). Yields the product ClC=1C=NC=C(C1SC1=C(C=C(S1)C(=O)NCCOC)[N+](=O)[O-])Cl (5-((3,5-dichloropyridin-4-yl)thio)-N-(2-methoxyethyl)-4-nitrothiophene-2-carboxamide), solid. Yield: 46.0%. Reaction SMILES: [Cl:1][C:2]1[CH:3]=[N:4][CH:5]=[C:6]([Cl:20])[C:7]=1[S:8][C:9]1[S:13][C:12]([C:14]([OH:16])=O)=[CH:11][C:10]=1[N+:17]([O-:19])=[O:18].[CH3:21][O:22][CH2:23][CH2:24][NH2:25]>>[Cl:20][C:6]1[CH:5]=[N:4][CH:3]=[C:2]([Cl:1])[C:7]=1[S:8][C:9]1[S:13][C:12]([C:14]([NH:25][CH2:24][CH2:23][O:22][CH3:21])=[O:16])=[CH:11][C:10]=1[N+:17]([O-:19])=[O:18]. Reported procedure: Prepared according to the procedure described for example 50 from 5-[(3,5-dichloro-4-pyridyl)sulfanyl]-4-nitro-thiophene-2-carboxylic acid (100 mg, 0.28 mmol) and 2-Methoxy ethylamine (25 mg, 0.32 mmol). The title compound was obtained as a solid (52 mg, 46% yield). 1H NMR (400 MHz, d6-DMSO) δ: 8.99 (2H, m), 8.95 (1H, m), 8.46 (1H, m), 3.39 (2H, m), 3.35 (2H, m), 3.24 (3H, s). MS m/z: 405.99, 407.99 [M+H]+. The reactants are O=C([O-])[O-], CS(C)=O, CCOC(C)=O, Cc1cc(F)ccc1-c1cc(Cl)ncc1N(C)C(=O)C(C)(C)c1cc(C(F)(F)F)cc(C(F)(F)F)c1, [K+], [K+], OCC1NCCC1O. The product is Cc1cc(F)ccc1-c1cc(N2CCC(O)C2CO)ncc1N(C)C(=O)C(C)(C)c1cc(C(F)(F)F)cc(C(F)(F)F)c1. RXN SMILES: [C:37](=[O:38])([O-:39])[O-:40].[CH3:51][S:52](=[O:53])[CH3:54].[CH3:55][CH2:56][O:57][C:58](=[O:59])[CH3:60].[F:1][C:2]([c:3]1[cH:4][c:5]([C:13]([C:14](=[O:15])[N:16]([CH3:17])[c:18]2[cH:19][n:20][c:21]([Cl:32])[cH:22][c:23]2-[c:24]2[c:25]([CH3:31])[cH:26][c:27]([F:30])[cH:28][cH:29]2)([CH3:33])[CH3:34])[cH:6][c:7]([C:9]([F:10])([F:11])[F:12])[cH:8]1)([F:35])[F:36].[K+:41].[K+:42].[OH:43][CH2:44][CH:45]1[NH:46][CH2:47][CH2:48][CH:49]1[OH:50]>>[F:1][C:2]([c:3]1[cH:4][c:5]([C:13]([C:14](=[O:15])[N:16]([CH3:17])[c:18]2[cH:19][n:20][c:21]([N:46]3[CH:45]([CH2:44][OH:43])[CH:49]([OH:50])[CH2:48][CH2:47]3)[cH:22][c:23]2-[c:24]2[c:25]([CH3:31])[cH:26][c:27]([F:30])[cH:28][cH:29]2)([CH3:33])[CH3:34])[cH:6][c:7]([C:9]([F:10])([F:11])[F:12])[cH:8]1)([F:35])[F:36].